Task: describe an organic reaction: reactants, conditions, products, and yield. Dataset: the Open Reaction Database (ORD), a public repository of structured organic reaction records Reactants: Cl (hydrochloric acid), CC(C)([O-])C.[K+] (potassium t-butoxide), C(C)C1=C(C(=CC(=C1)C)CC)CC(=O)N(N=C(C(=O)OCC)SCCCCCCCCCCCC)CC1=CC=CC=C1 (ethyl 2-[2-(2,6-diethyl-4-methylphenyl)acetyl-2-benzylhydrazono]-2-(dodecylthio)acetate). Solvent: C1CCOC1 (THF), C1CCOC1 (THF). Reaction conditions: time 10 minute. Yields the product Compound, C(C)C1=C(C(=CC(=C1)C)CC)C=1C(N(N=C(C1O)SCCCCCCCCCCCC)CC1=CC=CC=C1)=O (4-(2,6-diethyl-4-methylphenyl)-6-dodecylthio-5-hydroxy-2-benzyl-3(2H)-pyridazinone). Isolated yield 17.9%. Reaction SMILES: CC(C)([O-])C.[K+].[CH2:7]([C:9]1[CH:14]=[C:13]([CH3:15])[CH:12]=[C:11]([CH2:16][CH3:17])[C:10]=1[CH2:18][C:19]([N:21]([CH2:42][C:43]1[CH:48]=[CH:47][CH:46]=[CH:45][CH:44]=1)[N:22]=[C:23]([S:29][CH2:30][CH2:31][CH2:32][CH2:33][CH2:34][CH2:35][CH2:36][CH2:37][CH2:38][CH2:39][CH2:40][CH3:41])[C:24]([O:26]CC)=O)=[O:20])[CH3:8].Cl>C1COCC1>[CH2:7]([C:9]1[CH:14]=[C:13]([CH3:15])[CH:12]=[C:11]([CH2:16][CH3:17])[C:10]=1[C:18]1[C:19](=[O:20])[N:21]([CH2:42][C:43]2[CH:44]=[CH:45][CH:46]=[CH:47][CH:48]=2)[N:22]=[C:23]([S:29][CH2:30][CH2:31][CH2:32][CH2:33][CH2:34][CH2:35][CH2:36][CH2:37][CH2:38][CH2:39][CH2:40][CH3:41])[C:24]=1[OH:26])[CH3:8] |f:0.1|. Procedure: To a solution of potassium t-butoxide (12.4 g, 110 mmol) in dry THF (80 ml) was added a solution of ethyl 2-[2-(2,6-diethyl-4-methylphenyl)acetyl-2-benzylhydrazono]-2-(dodecylthio)acetate (16.4 g, 27.6 mmol) in dry THF (20 ml) dropwise at room temperature over 20 minutes. After being stirred for 10 minutes at room temperature, 1N hydrochloric acid (200 ml) was added, and extracted with tert-butyl methyl ether 2 times. The combined organic layer was washed with saturated brine, dried over anhydro...